Dataset: the Open Reaction Database (ORD), a public repository of structured organic reaction records. Task: describe an organic reaction: reactants, conditions, products, and yield Reactants: N (Ammonia), C(C)C1(C(OC2=C1C=CC=C2)=O)CC (3,3-diethyl-2(3H)-benzofuranone), N (Ammonia). Solvent: O (water), CO (methanol). Reaction conditions: time 16 hour. Product: C(C)C(C(=O)N)(C1=C(C=CC=C1)O)CC (α,α-Diethyl-2-hydroxy-benzeneacetamide). RXN SMILES: [NH3:1].[CH2:2]([C:4]1([CH2:14][CH3:15])[C:8]2[CH:9]=[CH:10][CH:11]=[CH:12][C:7]=2[O:6][C:5]1=[O:13])[CH3:3]>CO.O>[CH2:2]([C:4]([CH2:14][CH3:15])([C:8]1[CH:9]=[CH:10][CH:11]=[CH:12][C:7]=1[OH:6])[C:5]([NH2:1])=[O:13])[CH3:3]. Procedure: 7N Ammonia in methanol (10 mL) was added to 3,3-diethyl-2(3H)-benzofuranone (Example 266a, 1.14 g) and the reaction stirred at room temperature for 16 h. 880 Ammonia (20 mL) was added and the mixture stirred for 5 h. The reaction mixture was diluted with water and extracted with ethyl acetate. The organic layer was dried (MgSO4), filtered and evaporated to afford crude product (1.21 g). The reactants are COc1ccc(OC)c(C(=O)CN2CCCC2c2cccc(OCCCN3CCCCC3)c2)c1, CO, ClCCl, N. Yields the product COc1ccc(OC)c(C2CN3CCCC3c3cc(OCCCN4CCCCC4)ccc32)c1. As a reaction SMILES: [CH3:1][O:2][c:3]1[c:4]([C:11]([CH2:12][N:13]2[CH:14]([c:18]3[cH:19][c:20]([O:24][CH2:25][CH2:26][CH2:27][N:28]4[CH2:29][CH2:30][CH2:31][CH2:32][CH2:33]4)[cH:21][cH:22][cH:23]3)[CH2:15][CH2:16][CH2:17]2)=[O:34])[cH:5][c:6]([O:9][CH3:10])[cH:7][cH:8]1.[CH3:36][OH:37].[Cl:38][CH2:39][Cl:40].[NH3:35]>>[CH3:1][O:2][c:3]1[c:4]([CH:11]2[CH2:12][N:13]3[CH:14]([CH2:15][CH2:16][CH2:17]3)[c:18]3[cH:19][c:20]([O:24][CH2:25][CH2:26][CH2:27][N:28]4[CH2:29][CH2:30][CH2:31][CH2:32][CH2:33]4)[cH:21][cH:22][c:23]32)[cH:5][c:6]([O:9][CH3:10])[cH:7][cH:8]1. Starting materials: ClCC=C(C)C (1-chloro-3-methylbut-2-ene), C(C(C)=C)Cl (methallylchloride). Yields the product CC(C)=CCC#CCCCCC (2-methylundec-2-en-5-yne). Reaction SMILES: Cl[CH2:2][CH:3]=[C:4]([CH3:6])[CH3:5].C(Cl)[C:8](=[CH2:10])[CH3:9]>>[CH3:5][C:4](=[CH:3][CH2:2][C:2]#[C:3][CH2:4][CH2:5][CH2:9][CH2:8][CH3:10])[CH3:6]. Procedure details: Obtained in 77% yield from 1-heptyn using 1-chloro-3-methylbut-2-ene and using methallylchloride according to the procedure described under a). Reactants: O (water), anhydride, [H-].[Na+] (sodium hydride), BrC=1C=C2CN(C(C2=CC1)=O)CC(C)(C)O (5-bromo-2-(2-hydroxy-2-methyl-propyl)-1-oxo-isoindoline), O1CCCC1 (tetrahydrofuran). The product is BrC=1C=C2CN(C(C2=CC1)=O)CC(C)(OC(C)=O)C (5-bromo-2-(2-methyl-2-acetyloxy-propyl)-1-oxo-isoindoline). RXN SMILES: [Br:1][C:2]1[CH:3]=[C:4]2[C:8](=[CH:9][CH:10]=1)[C:7](=[O:11])[N:6]([CH2:12][C:13]([OH:16])([CH3:15])[CH3:14])[CH2:5]2.[H-].[Na+].O.[O:20]1CC[CH2:22][CH2:21]1>>[Br:1][C:2]1[CH:3]=[C:4]2[C:8](=[CH:9][CH:10]=1)[C:7](=[O:11])[N:6]([CH2:12][C:13]([CH3:14])([O:16][C:21](=[O:20])[CH3:22])[CH3:15])[CH2:5]2 |f:1.2|. Procedure: Under nitrogen atmosphere, 50 mg of 5-bromo-2-(2-hydroxy-2-methyl-propyl)-1-oxo-isoindoline obtained in Example 177-1) was dissolved in tetrahydrofuran. 21 mg of acetatic anhydride and 20 mg of sodium hydride were added and the mixture was heated under reflux for 4 hours. The reaction solution was cooled down to room temperature, water was added and the products were extracted with ethyl acetate. Ethyl acetate layer was washed with saturated saline solution and dried with anhydrous sodium sulfat... Reactants: FC=1C=C(C=CC1)C=CCCO (4-(3-fluorophenyl)-3-buten-1-ol), [H][H] (hydrogen), [H][H] (hydrogen). Reagents/catalysts: [C].[Pd] (palladium carbon). Run in C(C)(=O)OCC (ethyl acetate). Run at time 24 hour. Yields the product FC=1C=C(C=CC1)CCCCO (4-(3-fluorophenyl)-1-butanol). The yield is 89.5%. As a reaction SMILES: [F:1][C:2]1[CH:3]=[C:4]([CH:8]=[CH:9][CH2:10][CH2:11][OH:12])[CH:5]=[CH:6][CH:7]=1.[H][H]>[C].[Pd].C(OCC)(=O)C>[F:1][C:2]1[CH:3]=[C:4]([CH2:8][CH2:9][CH2:10][CH2:11][OH:12])[CH:5]=[CH:6][CH:7]=1 |f:2.3|. Procedure details: In a reaction vessel were placed 0.53 g of 4-(3-fluorophenyl)-3-buten-1-ol and 50 ml of ethyl acetate, and the air in the vessel was exchanged for nitrogen. Then, 0.1 g of 10% palladium carbon was added thereto, and the nitrogen in the vessel was exchanged for hydrogen, followed by vigorous stirring at room temperature for 24 hours. After the hydrogen in the vessel was exchanged for nitrogen, the reaction solution was filtered through a celite bed, and the filtrate was concentrated. The residue ... Reactants: C(#C)[Mg]Br.C1CCOC1 (ethynylmagnesium bromide THF), C(C)(C)(C)C=1C=C(C=O)C=C(C1N(C)C)Cl (3-tert-butyl-5-chloro-4-dimethylaminobenzaldehyde). The product is C(C)(C)(C)C=1C=C(C=C(C1N(C)C)Cl)C(C#C)O (1-(3-tert-butyl-5-chloro-4-dimethylamino-phenyl)prop-2-yn-1-ol), solid. Yield: 49.0%. Reaction SMILES: [C:1]([Mg]Br)#[CH:2].C1COCC1.[C:10]([C:14]1[CH:15]=[C:16]([CH:19]=[C:20]([Cl:25])[C:21]=1[N:22]([CH3:24])[CH3:23])[CH:17]=[O:18])([CH3:13])([CH3:12])[CH3:11]>>[C:10]([C:14]1[CH:15]=[C:16]([CH:17]([OH:18])[C:1]#[CH:2])[CH:19]=[C:20]([Cl:25])[C:21]=1[N:22]([CH3:23])[CH3:24])([CH3:13])([CH3:11])[CH3:12] |f:0.1|. Procedure: In a manner analogous to example 1 e, the process is carried out by a reaction of 13 ml (6.5 mmol) of 0.5M ethynylmagnesium bromide/THF with 1.2 g (5 mmol) of 3-tert-butyl-5-chloro-4-dimethylaminobenzaldehyde. 650 mg of 1-(3-tert-butyl-5-chloro-4-dimethylamino-phenyl)prop-2-yn-1-ol are obtained in the form of a yellow solid (yield=49%). Starting materials: CC=1SC(=NN1)C=CC1=C(C=CC=C1)OCC1CO1 (2-methyl-5-[2-(2,3-epoxy-propoxy)styryl]-1,3,4-thiadiazole), C(C)(C)(C)N (tert.butylamine), compound 3. The solvent is C1(=CC=CC=C1)C (toluene). Yields the product CC=1SC(=NN1)C=CC1=C(C=CC=C1)OCC(CNC(C)(C)C)O (2-Methyl-5-[2-(2-hydroxy-3-tert.-butylamino-propoxy)-styryl]-1,3,4-thiadiazole). Reaction SMILES: [CH3:1][C:2]1[S:3][C:4]([CH:7]=[CH:8][C:9]2[CH:14]=[CH:13][CH:12]=[CH:11][C:10]=2[O:15][CH2:16][CH:17]2[O:19][CH2:18]2)=[N:5][N:6]=1.[C:20]([NH2:24])([CH3:23])([CH3:22])[CH3:21]>C1(C)C=CC=CC=1>[CH3:1][C:2]1[S:3][C:4]([CH:7]=[CH:8][C:9]2[CH:14]=[CH:13][CH:12]=[CH:11][C:10]=2[O:15][CH2:16][CH:17]([OH:19])[CH2:18][NH:24][C:20]([CH3:23])([CH3:22])[CH3:21])=[N:5][N:6]=1. Procedure: 7 g (0.025 mole) of 2-methyl-5-[2-(2,3-epoxy-propoxy)styryl]-1,3,4-thiadiazole and 2.1 g (0.028 mole) of tert.butylamine are reacted similarly to the Example relating to compound 3. 3.8 g (44% of theory) of yellow crystals, of melting point 110°-112° C., are obtained from toluene. The reactants are Br.BrC1CN(CC=C1C1=C(C=C(C=C1OC)OC)OC)C (3(R,S)-bromo-1-methyl-4-(2,4,6-trimethoxyphenyl)-1,2,3,6-tetrahydropyridine hydrobromide), [OH-].[Na+] (sodium hydroxide). The solvent is O (water). Reaction conditions: temperature 20 celsius, time 1 hour. The product is OC1CN(CC=C1C1=C(C=C(C=C1OC)OC)OC)C (3(R,S)-hydroxy-1-methyl4-(2,4,6-trimethoxyphenyl)-1,2,3,6-tetrahydropyridine). RXN SMILES: Br.Br[CH:3]1[C:8]([C:9]2[C:14]([O:15][CH3:16])=[CH:13][C:12]([O:17][CH3:18])=[CH:11][C:10]=2[O:19][CH3:20])=[CH:7][CH2:6][N:5]([CH3:21])[CH2:4]1.[OH-:22].[Na+]>O>[OH:22][CH:3]1[C:8]([C:9]2[C:14]([O:15][CH3:16])=[CH:13][C:12]([O:17][CH3:18])=[CH:11][C:10]=2[O:19][CH3:20])=[CH:7][CH2:6][N:5]([CH3:21])[CH2:4]1 |f:0.1,2.3|. Reported procedure: 50 g (0.118 mol of 3(R,S)-bromo-1-methyl4-(2,4,6-trimethoxyphenyl)-1,2,3,6-tetrahydropyridine hydrobromide (VI) were heated under reflux for 2 h in 100 ml of water. The reaction mixture was then cooled to 20° C. and adjusted to pH 12.5 by dropwise addition of 30 ml of 30% strength sodium hydroxide solution. After a short time, a pale brown precipitate crystallized out. The mixture was stirred at 5-10° C. for a further 1 h, and the precipitated product was filtered off with suction and washed wit... Reactants: Brc1c[se]cc1I, COC(C)(C)C, CCNCC, [Cu]I, CN(C)C=O, C#Cc1ccccc1, c1ccc(P(c2ccccc2)c2ccccc2)cc1. Yields the product Brc1c[se]cc1C#Cc1ccccc1. As a reaction SMILES: [Br:1][c:2]1[cH:3][se:4][cH:5][c:6]1[I:7].[C:40]([O:41][CH3:42])([CH3:43])([CH3:44])[CH3:45].[CH2:27]([NH:28][CH2:29][CH3:30])[CH3:31].[Cu:46][I:47].[O:48]=[CH:49][N:50]([CH3:51])[CH3:52].[c:32]1([C:38]#[CH:39])[cH:33][cH:34][cH:35][cH:36][cH:37]1.[c:8]1([P:9]([c:10]2[cH:11][cH:12][cH:13][cH:14][cH:15]2)[c:16]2[cH:17][cH:18][cH:19][cH:20][cH:21]2)[cH:22][cH:23][cH:24][cH:25][cH:26]1>>[Br:1][c:2]1[cH:3][se:4][cH:5][c:6]1[C:39]#[C:38][c:32]1[cH:33][cH:34][cH:35][cH:36][cH:37]1.